describe an organic reaction: reactants, conditions, products, and yield From a dataset of the Open Reaction Database (ORD), a public repository of structured organic reaction records. Reactants: CC(=O)O, CSC1=NC(C)(C)SC1, O=N[O-], [Na+], O. Yields the product CSC1=NC(C)(C)SC1=NO. RXN SMILES: [CH3:14][C:15](=[O:16])[OH:17].[CH3:1][C:2]1([CH3:9])[S:3][CH2:4][C:5]([S:7][CH3:8])=[N:6]1.[N:10](=[O:11])[O-:12].[Na+:13].[OH2:18]>>[CH3:1][C:2]1([CH3:9])[S:3][C:4](=[N:10][OH:11])[C:5]([S:7][CH3:8])=[N:6]1.